From a dataset of the Open Reaction Database (ORD), a public repository of structured organic reaction records. describe an organic reaction: reactants, conditions, products, and yield Reactants: [OH-].[Na+] (Sodium hydroxide), O (water), COC1=C(C=CC=C1)CC(CC#N)C1=CC=CC=C1 (4-(2'-Methoxyphenyl)-3-phenylbutanenitrile). Run in C(CO)O (ethylene glycol). Yields the product COC1=C(C=CC=C1)CC(CC(=O)O)C1=CC=CC=C1 (4-(2'-Methoxyphenyl)-3-phenylbutyric acid). Isolated yield 77.0%. RXN SMILES: [CH3:1][O:2][C:3]1[CH:8]=[CH:7][CH:6]=[CH:5][C:4]=1[CH2:9][CH:10]([C:14]1[CH:19]=[CH:18][CH:17]=[CH:16][CH:15]=1)[CH2:11][C:12]#N.[OH-:20].[Na+].[OH2:22]>C(O)CO>[CH3:1][O:2][C:3]1[CH:8]=[CH:7][CH:6]=[CH:5][C:4]=1[CH2:9][CH:10]([C:14]1[CH:19]=[CH:18][CH:17]=[CH:16][CH:15]=1)[CH2:11][C:12]([OH:22])=[O:20] |f:1.2|. Reported procedure: 4-(2'-Methoxyphenyl)-3-phenylbutanenitrile (60.1 g, 239 mmol), from Step 4, was dissolved in 340 mL of ethylene glycol. Sodium hydroxide (67.5 g, 1.69 mol) and 135 mL of water were added and the reaction mixture was heated at reflux temperature for 24 h. The solvent was removed in vacuo and 1 L of water plus 1 L of methylene chloride were added to the residue. The layers were separated and the organic layer discarded. The aqueuous layer was acidified with concentrated aqueous hydrochloric acid a... The reactants are [OH-].[Na+] (NaOH), NC1=NC=2C3=C(CCC2C=N1)C(=NN3C)C(=O)NC3=C(C=CC=C3CC)CC (8-amino-N-(2,6-diethylphenyl)-1-methyl-4,5-dihydro-1H-pyrazolo[4,3-h]quinazoline-3-carboxamide), C(=O)(OC(C)(C)C)N1CCC(CC1)=O (1-Boc-4-piperidone), C(=O)(C(F)(F)F)O (CF3COOH), [BH-](OC(=O)C)(OC(=O)C)OC(=O)C.[Na+] (NaBH(OAc)3). Solvent: CN(C=O)C (dimethylformamide). Reaction conditions: time 20 hour. Yields the product C(C)C1=C(C(=CC=C1)CC)NC(=O)C1=NN(C2=C1CCC=1C=NC(=NC21)NC2CCN(CC2)C(=O)OC(C)(C)C)C (tert-Butyl 4-({3-[(2,6-diethylphenyl)carbamoyl]-1-methyl-4,5-dihydro-1H-pyrazolo[4,3-h]quinazolin-8-yl}amino)piperidine-1-carboxylate). Yield: 80.0%. RXN SMILES: [NH2:1][C:2]1[N:11]=[CH:10][C:9]2[CH2:8][CH2:7][C:6]3[C:12]([C:16]([NH:18][C:19]4[C:24]([CH2:25][CH3:26])=[CH:23][CH:22]=[CH:21][C:20]=4[CH2:27][CH3:28])=[O:17])=[N:13][N:14]([CH3:15])[C:5]=3[C:4]=2[N:3]=1.[C:29]([N:36]1[CH2:41][CH2:40][C:39](=O)[CH2:38][CH2:37]1)([O:31][C:32]([CH3:35])([CH3:34])[CH3:33])=[O:30].C(O)(C(F)(F)F)=O.[BH-](OC(C)=O)(OC(C)=O)OC(C)=O.[Na+].[OH-].[Na+]>CN(C)C=O>[CH2:27]([C:20]1[CH:21]=[CH:22][CH:23]=[C:24]([CH2:25][CH3:26])[C:19]=1[NH:18][C:16]([C:12]1[C:6]2[CH2:7][CH2:8][C:9]3[CH:10]=[N:11][C:2]([NH:1][CH:39]4[CH2:40][CH2:41][N:36]([C:29]([O:31][C:32]([CH3:35])([CH3:34])[CH3:33])=[O:30])[CH2:37][CH2:38]4)=[N:3][C:4]=3[C:5]=2[N:14]([CH3:15])[N:13]=1)=[O:17])[CH3:28] |f:3.4,5.6|. Reported procedure: To a solution of 8-amino-N-(2,6-diethylphenyl)-1-methyl-4,5-dihydro-1H-pyrazolo[4,3-h]quinazoline-3-carboxamide (1.0 g, 2.66 mmol) in dry dimethylformamide (20 mL), were added 1-Boc-4-piperidone (1.06 g mL, 5.32 mmol), CF3COOH (1.7 mL, 22.7 mmol) and NaBH(OAc)3 (1.12 g, 5.32 mmol). After 20 hours, NaOH 2N (12 mL, 24 mmol) was added dropwise to the mixture. The precipitate was filtered, washed with water and dried. The crude material was purified by flash chromatography on silica gel eluted with ... The reactants are COC=1C(=C(C=C(C1)OC)NC(CC12CC3CC(CC(C1)C3)C2)=O)C (N-(3,5-Dimethoxy-2-methylphenyl)-tricyclo[3.3.1.13,7]decane-1-acetamide). Reaction SMILES: C[O:2][C:3]1[C:4]([CH3:25])=[C:5]([NH:11][C:12](=[O:24])[CH2:13][C:14]23[CH2:23][CH:18]4[CH2:19][CH:20]([CH2:22][CH:16]([CH2:17]4)[CH2:15]2)[CH2:21]3)[CH:6]=[C:7]([O:9]C)[CH:8]=1>C(O)(=O)C>[OH:2][C:3]1[C:4]([CH3:25])=[C:5]([NH:11][C:12](=[O:24])[CH2:13][C:14]23[CH2:23][CH:18]4[CH2:17][CH:16]([CH2:22][CH:20]([CH2:19]4)[CH2:21]2)[CH2:15]3)[CH:6]=[C:7]([OH:9])[CH:8]=1. Procedure: A solution of dimethoxy ether from Example 43 (2.0 g) in 50% hycdrobromic acid in acetic acid was heated at 100 degrees for 12 hours. The solution was concentrated under vacuum, the residue taken in water and extracted with ethyl acetate. The organic layers were dried over magnesium sulfate, filtered, concentrated under vacuum. The crude material was purified over silica eluting with dichloromethane' ethyl acetateto afford the title compound as a white solid. Solvent: hycdrobromic acid, C(C)(=O)O (acetic acid). Yields the product OC=1C(=C(C=C(C1)O)NC(CC12CC3CC(CC(C1)C3)C2)=O)C (N-(3,5-Dihydroxy-2-methylphenyl)-tricyclo[3.3.1.13,7]decane-acetamide). Starting materials: COC(=O)c1nc(Br)ccc1O, ClCCl, OCCOc1ccccc1, CC(C)OC(=O)N=NC(=O)OC(C)C. Yields the product COC(=O)c1nc(Br)ccc1OCCOc1ccccc1. As a reaction SMILES: [Br:1][c:2]1[cH:3][cH:4][c:5]([OH:12])[c:6]([C:8](=[O:9])[O:10][CH3:11])[n:7]1.[Cl:37][CH2:38][Cl:39].[O:13]([c:14]1[cH:15][cH:16][cH:17][cH:18][cH:19]1)[CH2:20][CH2:21][OH:22].[O:23]=[C:24]([O:25][CH:26]([CH3:27])[CH3:28])[N:29]=[N:30][C:31]([O:32][CH:33]([CH3:34])[CH3:35])=[O:36]>>[Br:1][c:2]1[cH:3][cH:4][c:5]([O:12][CH2:21][CH2:20][O:13][c:14]2[cH:15][cH:16][cH:17][cH:18][cH:19]2)[c:6]([C:8](=[O:9])[O:10][CH3:11])[n:7]1. Starting materials: FC1=CC=C2C(=C(NC2=C1)C=1C=NC=CC1)C#N (6-fluoro-2-pyridin-3-yl-1H-indole-3-carbonitrile), [H-].[Na+] (sodium hydride), C(=O)(O)[O-].[Na+] (NaHCO3), IC (iodomethane). Solvent: CN(C)C=O (DMF). Reaction conditions: time 1 hour. Product: FC1=CC=C2C(=C(N(C2=C1)C)C=1C=NC=CC1)C#N (6-fluoro-1-methyl-2-pyridin-3-yl-1H-indole-3-carbonitrile). RXN SMILES: [F:1][C:2]1[CH:10]=[C:9]2[C:5]([C:6]([C:17]#[N:18])=[C:7]([C:11]3[CH:12]=[N:13][CH:14]=[CH:15][CH:16]=3)[NH:8]2)=[CH:4][CH:3]=1.[H-].[Na+].IC.[C:23]([O-])(O)=O.[Na+]>CN(C=O)C>[F:1][C:2]1[CH:10]=[C:9]2[C:5]([C:6]([C:17]#[N:18])=[C:7]([C:11]3[CH:12]=[N:13][CH:14]=[CH:15][CH:16]=3)[N:8]2[CH3:23])=[CH:4][CH:3]=1 |f:1.2,4.5|. Reported procedure: A flask is charged with 6-fluoro-2-pyridin-3-yl-1H-indole-3-carbonitrile (Example 140, 50 mg, 0.21 mmol) and DMF (2 mL), and 60% sodium hydride (25 mg, 0.63 mmol) is added. The mixture is stirred at room temperature for 30 min before addition of iodomethane (45 mg, 0.315 mmol). After 1 h, saturated NaHCO3 aqueous solution (3 mL) is added to quench the reaction and the mixture is filtered and purified on Xbridge C18 eluting with a 9:1 to 1:9 water-acetonitrile gradient to give 6-fluoro-1-methyl-2... Reactants: [Al+3], CCCCCCCCCCCCOc1ccc(CO)cc1, CCCCCCCCCCCCCCOc1ccc(C(=O)OC)cc1, C1CCOC1, [H-], [H-], [H-], [H-], [Li+]. The product is CCCCCCCCCCCCCCOc1ccc(CO)cc1. RXN SMILES: [Al+3:23].[CH2:1]([O:2][c:3]1[cH:4][cH:5][c:6]([CH2:7][OH:8])[cH:9][cH:10]1)[CH2:11][CH2:12][CH2:13][CH2:14][CH2:15][CH2:16][CH2:17][CH2:18][CH2:19][CH2:20][CH3:21].[CH2:28]([CH2:29][CH2:30][CH2:31][CH2:32][CH2:33][CH2:34][CH2:35][CH2:36][CH2:37][CH2:38][CH2:39][CH2:40][CH3:41])[O:42][c:43]1[cH:44][cH:45][c:46]([C:47](=[O:48])[O:49][CH3:50])[cH:51][cH:52]1.[CH2:53]1[O:54][CH2:55][CH2:56][CH2:57]1.[H-:22].[H-:25].[H-:26].[H-:27].[Li+:24]>>[CH2:28]([CH2:29][CH2:30][CH2:31][CH2:32][CH2:33][CH2:34][CH2:35][CH2:36][CH2:37][CH2:38][CH2:39][CH2:40][CH3:41])[O:42][c:43]1[cH:44][cH:45][c:46]([CH2:47][OH:48])[cH:51][cH:52]1.